Dataset: the Open Reaction Database (ORD), a public repository of structured organic reaction records. Task: describe an organic reaction: reactants, conditions, products, and yield The reactants are [Al+3], CCOCC, Cl, [H-], [H-], [H-], [H-], [Li+], O, O=S1(=O)CCc2ccccc21. Product: c1ccc2c(c1)CCS2. RXN SMILES: [Al+3:13].[CH3:19][CH2:20][O:21][CH2:22][CH3:23].[ClH:24].[H-:12].[H-:15].[H-:16].[H-:17].[Li+:14].[OH2:18].[S:1]1(=[O:10])(=[O:11])[c:2]2[c:3]([cH:6][cH:7][cH:8][cH:9]2)[CH2:4][CH2:5]1>>[S:1]1[c:2]2[c:3]([cH:6][cH:7][cH:8][cH:9]2)[CH2:4][CH2:5]1. Reactants: ClC1=CC=2C(=NC=3CCN(CC3C2Cl)C)C=C1 (8,10-Dichloro-1,2,3,4-tetrahydro-2-methylbenzo[b][1,6]naphthyridine), C1(=CC=CC=C1)O (phenol). Yields the product ClC1=CC=2C(=NC=3CCN(CC3C2OC2=CC=CC=C2)C)C=C1 (8-Chloro-1,2,3,4-tetrahydro-2-methyl-10-phenoxybenzo[b][1,6]naphthyridine). Reaction SMILES: [Cl:1][C:2]1[CH:17]=[CH:16][C:5]2=[N:6][C:7]3[CH2:8][CH2:9][N:10]([CH3:15])[CH2:11][C:12]=3[C:13](Cl)=[C:4]2[CH:3]=1.[C:18]1([OH:24])[CH:23]=[CH:22][CH:21]=[CH:20][CH:19]=1>>[Cl:1][C:2]1[CH:17]=[CH:16][C:5]2=[N:6][C:7]3[CH2:8][CH2:9][N:10]([CH3:15])[CH2:11][C:12]=3[C:13]([O:24][C:18]3[CH:23]=[CH:22][CH:21]=[CH:20][CH:19]=3)=[C:4]2[CH:3]=1. Procedure details: A mixture of the compound of Example 6 (5.0 g, 0.018 mol) and phenol (3.38 g, 0.036 mol) is reacted as described for Example 14 to obtain the free base which is recrystallized three times from hexane to afford the title compound as a crystalline solid, m.p. 182°-184° C. Starting materials: C(C1=CC=CC=C1)OC1=C(C(=O)O)C=C(C(=C1)CN1CCOCC1)C(F)(F)F (2-(benzyloxy)-4-(morpholinomethyl)-5-(trifluoromethyl)benzoic acid), CCN(C(C)C)C(C)C (DIPEA), FC=1C=C(N)C=CC1 (3-fluoroaniline), ON1N=NC2=C1N=CC=C2 (1-hydroxy-7-azabenzotriazole), C(CCl)Cl (EDC). The solvent is CN(C=O)C (N,N-Dimethylformamide). Conditions: time 3 hour. Product: C(C1=CC=CC=C1)OC1=C(C(=O)NC2=CC(=CC=C2)F)C=C(C(=C1)CN1CCOCC1)C(F)(F)F (2-(Benzyloxy)-N-(3-fluorophenyl)-4-(morpholinomethyl)-5-(trifluoromethyl)benzamide). RXN SMILES: [CH2:1]([O:8][C:9]1[CH:17]=[C:16]([CH2:18][N:19]2[CH2:24][CH2:23][O:22][CH2:21][CH2:20]2)[C:15]([C:25]([F:28])([F:27])[F:26])=[CH:14][C:10]=1[C:11](O)=[O:12])[C:2]1[CH:7]=[CH:6][CH:5]=[CH:4][CH:3]=1.CCN(C(C)C)C(C)C.[F:38][C:39]1[CH:40]=[C:41]([CH:43]=[CH:44][CH:45]=1)[NH2:42].ON1C2N=CC=CC=2N=N1.C(Cl)CCl>CN(C)C=O>[CH2:1]([O:8][C:9]1[CH:17]=[C:16]([CH2:18][N:19]2[CH2:20][CH2:21][O:22][CH2:23][CH2:24]2)[C:15]([C:25]([F:28])([F:27])[F:26])=[CH:14][C:10]=1[C:11]([NH:42][C:41]1[CH:43]=[CH:44][CH:45]=[C:39]([F:38])[CH:40]=1)=[O:12])[C:2]1[CH:3]=[CH:4][CH:5]=[CH:6][CH:7]=1. Procedure details: To a solution of 2-(benzyloxy)-4-(morpholinomethyl)-5-(trifluoromethyl)benzoic acid (270 mg, 0.683 mmol) in N,N-Dimethylformamide (DMF) (5 mL) was added DIPEA (0.239 mL, 1.366 mmol), 3-fluoroaniline (0.086 mL, 0.888 mmol), 1-hydroxy-7-azabenzotriazole (112 mg, 0.819 mmol) and EDC (262 mg, 1.366 mmol). The solution was stirred for 3 hours then partitioned between EtOAc (20 ml) and water (15 ml). The organic layer was separated, washed further with water (2×20 ml), dried (MgSO4) and the solvent re... Starting materials: CC=1OC=2C(C1)=C(C=CC2)CO (2-Methyl-benzofuran-4-methanol), CS(=O)C (DMSO), C(C(=O)Cl)(=O)Cl (oxalyl chloride). The solvent is C(C)N(CC)CC (triethyl amine). Product: CC=1OC=2C(C1)=C(C=CC2)C=O (2-Methyl-benzofuran-4-carboxaldehyde). The yield is 93.4%. As a reaction SMILES: [CH3:1][C:2]1[O:3][C:4]2[C:5](=[C:7]([CH2:11][OH:12])[CH:8]=[CH:9][CH:10]=2)[CH:6]=1.CS(C)=O.C(Cl)(=O)C(Cl)=O>C(N(CC)CC)C>[CH3:1][C:2]1[O:3][C:4]2[C:5](=[C:7]([CH:11]=[O:12])[CH:8]=[CH:9][CH:10]=2)[CH:6]=1. Procedure details: 2-Methyl-benzofuran-4-methanol (3.34 g, 21 mmol) was oxidized using DMSO, oxalyl chloride, and triethyl amine similar to the above procedures to give the product as a clear oil (3.14 g, 93%). The reactants are C(C)N1C(CN=C(C2=C1C=CC(=C2)C(C)O)C2=C(C=CC=C2)F)=O (1-ethyl-5-(o-fluorophenyl)-1,3-dihydro-7-(1-hydroxyethyl)-2H-1,4-benzodiazepin-2-one), CN(C1=CC=CC=C1)C (dimethylaniline), COCCl (chlorodimethyl ether), Cl (hydrochloric acid). Conditions: time 4 day. The product is C(C)N1C(CN=C(C2=C1C=CC(=C2)C(C)OCOC)C2=C(C=CC=C2)F)=O (1-ethyl-5-(o-fluorophenyl)-1,3-dihydro-7-[1-(methoxymethoxy)ethyl]-2H-1,4-benzodiazepin-2-one). Reaction SMILES: [CH2:1]([N:3]1[C:9]2[CH:10]=[CH:11][C:12]([CH:14]([OH:16])[CH3:15])=[CH:13][C:8]=2[C:7]([C:17]2[CH:22]=[CH:21][CH:20]=[CH:19][C:18]=2[F:23])=[N:6][CH2:5][C:4]1=[O:24])[CH3:2].CN(C)C1C=CC=CC=1.[CH3:34][O:35][CH2:36]Cl.Cl>>[CH2:1]([N:3]1[C:9]2[CH:10]=[CH:11][C:12]([CH:14]([O:16][CH2:34][O:35][CH3:36])[CH3:15])=[CH:13][C:8]=2[C:7]([C:17]2[CH:22]=[CH:21][CH:20]=[CH:19][C:18]=2[F:23])=[N:6][CH2:5][C:4]1=[O:24])[CH3:2]. Procedure details: A mixture of 3 g (9.2 mmol) of 1-ethyl-5-(o-fluorophenyl)-1,3-dihydro-7-(1-hydroxyethyl)-2H-1,4-benzodiazepin-2-one, 4.7 ml of dimethylaniline and 1.4 ml of chlorodimethyl ether is left to stand under argon at 50° for 1 hour and at room temperature for 4 days. The mixture is made acid at 0° C. with 1 N hydrochloric acid, extracted with chloroform/ethanol (9:1) and the organic phase is washed with water. After drying and evaporating, the residue is chromatographed on 100 g of silica gel using chl... Reactants: CCN, COC(=O)c1ccc([N+](=O)[O-])cc1CBr. Yields the product CCN1Cc2cc([N+](=O)[O-])ccc2C1=O. As a reaction SMILES: [CH3:16][CH2:17][NH2:18].[CH3:1][O:2][C:3]([c:4]1[c:5]([CH2:13][Br:14])[cH:6][c:7]([N+:10](=[O:11])[O-:12])[cH:8][cH:9]1)=[O:15]>>[C:3]1(=[O:15])[c:4]2[c:5]([cH:6][c:7]([N+:10](=[O:11])[O-:12])[cH:8][cH:9]2)[CH2:13][N:18]1[CH2:17][CH3:16]. The reactants are COc1cccc(Br)n1, [Mg+]Cc1ccccc1, [Li]CCCC, C[Si](C)(C)Cl, CCOCC, [Cl-], N#Cc1cc(F)cc(C(F)(F)F)c1. Product: COc1cccc(C(N)(Cc2ccccc2)c2cc(F)cc(C(F)(F)F)c2)n1. As a reaction SMILES: [Br:6][c:7]1[n:8][c:9]([O:13][CH3:14])[cH:10][cH:11][cH:12]1.[CH2:34]([c:35]1[cH:36][cH:37][cH:38][cH:39][cH:40]1)[Mg+:41].[CH3:1][CH2:2][CH2:3][CH2:4][Li:5].[CH3:28][Si:29]([Cl:30])([CH3:31])[CH3:32].[CH3:42][CH2:43][O:44][CH2:45][CH3:46].[Cl-:33].[F:15][c:16]1[cH:17][c:18]([C:19]#[N:20])[cH:21][c:22]([C:24]([F:25])([F:26])[F:27])[cH:23]1>>[c:7]1([C:19]([c:18]2[cH:17][c:16]([F:15])[cH:23][c:22]([C:24]([F:25])([F:26])[F:27])[cH:21]2)([NH2:20])[CH2:34][c:35]2[cH:36][cH:37][cH:38][cH:39][cH:40]2)[n:8][c:9]([O:13][CH3:14])[cH:10][cH:11][cH:12]1. Starting materials: ( 10 ), FC1=C(C=CC=C1S(=O)(=O)C)C1CCNCC1 (4-[2-fluoro-3-(methylsulfonyl)-phenyl]-piperidine), ( 14 ), C([O-])([O-])=O.[K+].[K+] (potassium carbonate), BrCCOC (1-bromo-2-methoxyethane), ( 9 ). Run in C(C)#N (acetonitrile). Yields the product FC1=C(C=CC=C1S(=O)(=O)C)C1CCN(CC1)CCOC (4-[2-FLUORO-3-(METHYLSULFONYL)PHENYL]-1-(2-METHOXYETHYL)-PIPERIDINE). RXN SMILES: [F:1][C:2]1[C:7]([S:8]([CH3:11])(=[O:10])=[O:9])=[CH:6][CH:5]=[CH:4][C:3]=1[CH:12]1[CH2:17][CH2:16][NH:15][CH2:14][CH2:13]1.C(=O)([O-])[O-].[K+].[K+].Br[CH2:25][CH2:26][O:27][CH3:28]>C(#N)C>[F:1][C:2]1[C:7]([S:8]([CH3:11])(=[O:10])=[O:9])=[CH:6][CH:5]=[CH:4][C:3]=1[CH:12]1[CH2:17][CH2:16][N:15]([CH2:25][CH2:26][O:27][CH3:28])[CH2:14][CH2:13]1 |f:1.2.3|. Procedure: Preparation according to Example 1: 4-[2-fluoro-3-(methylsulfonyl)-phenyl]-piperidine (0.53 g, 1.64 mmol), acetonitrile (20 ml), potassium carbonate (0.45 g, 3.2 mmol), 1-bromo-2-methoxyethane (0.167 ml, 1.72 mmol). MS m/z (relative intensity, 70 eV) 315 (M+, 1), 271 (14), 270 (bp), 147 (10) 133 (9). The reactants are C(C1=CC=CC=C1)(=O)C1=C(C(=NC=C1O)CC(C)NC)C(C1=CC=CC=C1)=O (dibenzoyl-2-(2-methylaminopropyl)-5-pyridinol), Cl (hydrochloric acid). The product is Cl.Cl.CNC(CC1=NC=C(C=C1)O)C (2-(2-methylaminopropyl)-5-pyridinol dihydrochloride). RXN SMILES: C([C:9]1[C:14]([OH:15])=[CH:13][N:12]=[C:11]([CH2:16][CH:17]([NH:19][CH3:20])[CH3:18])[C:10]=1C(=O)C1C=CC=CC=1)(=O)C1C=CC=CC=1.[ClH:29]>>[ClH:29].[ClH:29].[CH3:20][NH:19][CH:17]([CH3:18])[CH2:16][C:11]1[CH:10]=[CH:9][C:14]([OH:15])=[CH:13][N:12]=1 |f:2.3.4|. Procedure details: The solution of 0.15 g of dibenzoyl-2-(2-methylaminopropyl)-5-pyridinol in 5 ml of 5 N hydrochloric acid is refluxed for 23 hours, cooled, twice washed with 5 ml of diethyl ether and evaporated, to yield the 2-(2-methylaminopropyl)-5-pyridinol dihydrochloride, showing in the mass-spectrum peaks at 165, 151, 109 and 58 m/e. The reactants are B(Br)(Br)Br (boron tribromide), COC(C(C)(C)C=1NC(=C(N1)C1=CC(=C(C=C1)Cl)OC)C1=CC=NC=C1)=O (2-[4-(4-Chloro-3-methoxy-phenyl)-5-pyridin-4-yl-1H-imidazol-2-yl]-2-methyl-propionic acid methyl ester), C(C)(C)(C)OC(NCC(C)(C)C=1NC(=C(N1)C1=CC(=C(C=C1)Cl)OC)C1=CC=NC=C1)=O ((2-(4-(4-Chloro-3-methoxy-phenyl)-5-pyridin-4-yl-1H-imidazol-2-yl)-2-methyl-propyl)-carbamic acid tert-butyl ester), COC(C(C=O)(C)C)=O (2,2-dimethyl-3-oxo-propionic acid methyl ester), 2-[4-(4-Chloro-3-hydroxy-phenyl)-5-pyridin-4-yl-1yl-1H-imidazol-2-yl]-2-methyl-propionic acid, product. Solvent: O (Water), ClCCl (dichloromethane). Run at time 16 hour. Product: ClC1=C(C=C(C=C1)C=1N=C(NC1C1=CC=NC=C1)C(CN1CCOCC1)(C)C)O (2-Chloro-5-[2-(1,1-dimethyl-2-morpholin-4-yl-ethyl)-5-pyridin-4-yl-1H-imidazol-4-yl]-phenol). Isolated yield 51.0%. As a reaction SMILES: [CH3:1][O:2][C:3](=O)[C:4](C1NC(C2C=CN=CC=2)=C(C2C=CC(Cl)=C(OC)C=2)N=1)(C)C.C(O[C:33](=O)[NH:34][CH2:35][C:36]([C:39]1[NH:40][C:41]([C:53]2[CH:58]=[CH:57][N:56]=[CH:55][CH:54]=2)=[C:42]([C:44]2[CH:49]=[CH:48][C:47]([Cl:50])=[C:46]([O:51]C)[CH:45]=2)[N:43]=1)([CH3:38])[CH3:37])(C)(C)C.COC(=O)C(C)(C)C=O.B(Br)(Br)Br>ClCCl.O>[Cl:50][C:47]1[CH:48]=[CH:49][C:44]([C:42]2[N:43]=[C:39]([C:36]([CH3:38])([CH3:37])[CH2:35][N:34]3[CH2:33][CH2:1][O:2][CH2:3][CH2:4]3)[NH:40][C:41]=2[C:53]2[CH:54]=[CH:55][N:56]=[CH:57][CH:58]=2)=[CH:45][C:46]=1[OH:51]. Procedure details: 2-[4-(4-Chloro-3-methoxy-phenyl)-5-pyridin-4-yl-1H-imidazol-2-yl]-2-methyl-propionic acid methyl ester The title compound (5.1 g, 36%) was prepared from the product of Example 1 Step 3 and 2,2-dimethyl-3-oxo-propionic acid methyl ester (H. Kim et al, Synth. Commun., 1997, 27, 2505) using the method described in Example 1 Step 4; MS(ES+) m/e 386/388 [M+H]+. Step 2. 2-[4-(4-Chloro-3-hydroxy-phenyl)-5-pyridin-4-yl-1yl-1H-imidazol-2-yl]-2-methyl-propionic acid A solution of the product of Step 1 (5....